This data is from the Open Reaction Database (ORD), a public repository of structured organic reaction records. The task is: describe an organic reaction: reactants, conditions, products, and yield Reactants: CS(=O)(=O)OCC1=CC(=NC=C1)N1N=C(C=C1C=1OC=CC1)C(F)(F)F ((2-(5-(furan-2-yl)-3-(trifluoromethyl)-1H-pyrazol-1-yl)pyridin-4-yl)methyl methanesulfonate), [N-]=[N+]=[N-].[Na+] (sodium azide). Run in CN(C)C=O (DMF). Reaction conditions: temperature 60 celsius, time 1 hour. The product is N(=[N+]=[N-])CC1=CC(=NC=C1)N1N=C(C=C1C=1OC=CC1)C(F)(F)F (4-(azidomethyl)-2-(5-(furan-2-yl)-3-(trifluoromethyl)-1H-pyrazol-1-yl)pyridine). The yield is 88.2%. Reaction SMILES: CS(O[CH2:6][C:7]1[CH:12]=[CH:11][N:10]=[C:9]([N:13]2[C:17]([C:18]3[O:19][CH:20]=[CH:21][CH:22]=3)=[CH:16][C:15]([C:23]([F:26])([F:25])[F:24])=[N:14]2)[CH:8]=1)(=O)=O.[N-:27]=[N+:28]=[N-:29].[Na+]>CN(C=O)C>[N:27]([CH2:6][C:7]1[CH:12]=[CH:11][N:10]=[C:9]([N:13]2[C:17]([C:18]3[O:19][CH:20]=[CH:21][CH:22]=3)=[CH:16][C:15]([C:23]([F:26])([F:25])[F:24])=[N:14]2)[CH:8]=1)=[N+:28]=[N-:29] |f:1.2|. Reported procedure: To a stirred solution of 38 (0.695 mmol) in DMF (4.6 mL) at room temperature was added sodium azide (136 mg, 2.085 mmol) drop wise. The resulting solution was allowed to stir for 1 h at 60° C. The mixture was quenched with water and extracted with ethyl acetate, washed with brine (two times), dried (MgSO4) filtered and concentrated. Compound 39 (205 mg, 88%) was isolated as a brown oil and used as is for the next step. LRMS (ESI): calc. 334.1; found 335.1 (MH)+. The reactants are COC(C1=CC(=C(C=C1)NC(C(C1CCCCC1)C=1N(N=C2C1CCCCC2)C2=CC=C(C=C2)Cl)=O)F)=O (4-{2-[2-(4-Chloro-phenyl)-2,4,5,6,7,8-hexahydro-cycloheptapyrazol-3-yl]-2-cyclohexyl-acetylamino}-3-fluoro-benzoic acid methyl ester), [OH-].[Li+] (lithium hydroxide). Run in CO (MeOH), C1CCOC1 (THF). Product: ClC1=CC=C(C=C1)N1N=C2C(=C1C(C(=O)NC1=C(C=C(C(=O)O)C=C1)F)C1CCCCC1)CCCCC2 (4-{2-[2-(4-Chloro-phenyl)-2,4,5,6,7,8-hexahydro-cycloheptapyrazol-3-yl]-2-cyclohexyl-acetylamino}-3-fluoro-benzoic acid). Reaction SMILES: C[O:2][C:3](=[O:38])[C:4]1[CH:9]=[CH:8][C:7]([NH:10][C:11](=[O:36])[CH:12]([C:19]2[N:20]([C:29]3[CH:34]=[CH:33][C:32]([Cl:35])=[CH:31][CH:30]=3)[N:21]=[C:22]3[CH2:28][CH2:27][CH2:26][CH2:25][CH2:24][C:23]=23)[CH:13]2[CH2:18][CH2:17][CH2:16][CH2:15][CH2:14]2)=[C:6]([F:37])[CH:5]=1.[OH-].[Li+]>C1COCC1.CO>[Cl:35][C:32]1[CH:31]=[CH:30][C:29]([N:20]2[C:19]([CH:12]([CH:13]3[CH2:14][CH2:15][CH2:16][CH2:17][CH2:18]3)[C:11]([NH:10][C:7]3[CH:8]=[CH:9][C:4]([C:3]([OH:38])=[O:2])=[CH:5][C:6]=3[F:37])=[O:36])=[C:23]3[CH2:24][CH2:25][CH2:26][CH2:27][CH2:28][C:22]3=[N:21]2)=[CH:34][CH:33]=1 |f:1.2|. Reported procedure: In analogy to the procedure described in example 2, 4-{2-[2-(4-chloro-phenyl)-2,4,5,6,7,8-hexahydro-cycloheptapyrazol-3-yl]-2-cyclohexyl-acetylamino}-3-fluoro-benzoic acid methyl ester (example 12) was hydrolysed using aqueous lithium hydroxide solution in THF and MeOH to give the title compound as white solid. MS: m/e=524.2 [M+H+]. Reactants: CC(C)=O, O=C(Br)C(Br)c1c(Cl)cccc1Cl, N=C(N)N, [Na+], [OH-], O. Yields the product N=C(N)NC(=O)C(Br)c1c(Cl)cccc1Cl. RXN SMILES: [CH3:21][C:22](=[O:23])[CH3:24].[Cl:5][c:6]1[c:7]([CH:13]([C:14](=[O:15])[Br:16])[Br:17])[c:8]([Cl:12])[cH:9][cH:10][cH:11]1.[NH2:1][C:2]([NH2:3])=[NH:4].[Na+:19].[OH-:18].[OH2:20]>>[NH:1]=[C:2]([NH2:3])[NH:4][C:14]([CH:13]([c:7]1[c:6]([Cl:5])[cH:11][cH:10][cH:9][c:8]1[Cl:12])[Br:17])=[O:15]. Yields the product CC(C)(C)OC(=O)N1CCC(N2CCCC2COC(=O)c2ccccc2)CC1. The reactants are CC(C)(C)OC(=O)N1CCC(N2CCCC2CO)CC1, O=C(Cl)c1ccccc1, C1CCOC1, [H-], [Na+]. RXN SMILES: [C:1]([CH3:2])([CH3:3])([CH3:4])[O:5][C:6](=[O:7])[N:8]1[CH2:9][CH2:10][CH:11]([N:14]2[CH:15]([CH2:19][OH:20])[CH2:16][CH2:17][CH2:18]2)[CH2:12][CH2:13]1.[C:23]([c:24]1[cH:25][cH:26][cH:27][cH:28][cH:29]1)(=[O:30])[Cl:31].[CH2:32]1[O:33][CH2:34][CH2:35][CH2:36]1.[H-:21].[Na+:22]>>[C:1]([CH3:2])([CH3:3])([CH3:4])[O:5][C:6](=[O:7])[N:8]1[CH2:9][CH2:10][CH:11]([N:14]2[CH:15]([CH2:19][O:20][C:23]([c:24]3[cH:25][cH:26][cH:27][cH:28][cH:29]3)=[O:30])[CH2:16][CH2:17][CH2:18]2)[CH2:12][CH2:13]1.